Dataset: the Open Reaction Database (ORD), a public repository of structured organic reaction records. Task: describe an organic reaction: reactants, conditions, products, and yield Reactants: CCC1C=C(C)CC(C)CC(OC)C2OC(O)(C(=O)C(=O)N3CCCCC3C(=O)OC(C(C)=CC3CCC(O)C(OC)C3)C(C)C(O[Si](C)(C)C(C)(C)C)CC1=O)C(C)CC2OC, C1CCCCC1, ClCCl, C=CCOC(=N)C(Cl)(Cl)Cl, O=S(=O)(O)C(F)(F)F. Product: C=CCOC1CCC(C=C(C)C2OC(=O)C3CCCCN3C(=O)C(=O)C3(O)OC(C(OC)CC(C)CC(C)=CC(CC)C(=O)CC(O[Si](C)(C)C(C)(C)C)C2C)C(OC)CC3C)CC1OC. As a reaction SMILES: [CH2:1]([CH3:2])[CH:3]1[C:4](=[O:63])[CH2:5][CH:6]([O:55][Si:56]([CH3:57])([CH3:58])[C:59]([CH3:60])([CH3:61])[CH3:62])[CH:7]([CH3:54])[CH:8]([C:42](=[CH:43][CH:44]2[CH2:45][CH:46]([O:51][CH3:52])[CH:47]([OH:50])[CH2:48][CH2:49]2)[CH3:53])[O:9][C:10](=[O:41])[CH:11]2[CH2:12][CH2:13][CH2:14][CH2:15][N:16]2[C:17](=[O:40])[C:18](=[O:39])[C:19]2([OH:38])[CH:20]([CH3:37])[CH2:21][CH:22]([O:35][CH3:36])[CH:23]([CH:24]([O:32][CH3:33])[CH2:25][CH:26]([CH3:31])[CH2:27][C:28]([CH3:30])=[CH:29]1)[O:34]2.[CH2:82]1[CH2:83][CH2:84][CH2:85][CH2:86][CH2:87]1.[CH2:88]([Cl:89])[Cl:90].[Cl:72][C:73]([Cl:74])([Cl:75])[C:79](=[NH:80])[O:81][CH2:76][CH:77]=[CH2:78].[OH:64][S:65]([C:66]([F:67])([F:68])[F:69])(=[O:70])=[O:71]>>[CH2:1]([CH3:2])[CH:3]1[C:4](=[O:63])[CH2:5][CH:6]([O:55][Si:56]([CH3:57])([CH3:58])[C:59]([CH3:60])([CH3:61])[CH3:62])[CH:7]([CH3:54])[CH:8]([C:42](=[CH:43][CH:44]2[CH2:45][CH:46]([O:51][CH3:52])[CH:47]([O:50][CH2:78][CH:77]=[CH2:76])[CH2:48][CH2:49]2)[CH3:53])[O:9][C:10](=[O:41])[CH:11]2[CH2:12][CH2:13][CH2:14][CH2:15][N:16]2[C:17](=[O:40])[C:18](=[O:39])[C:19]2([OH:38])[CH:20]([CH3:37])[CH2:21][CH:22]([O:35][CH3:36])[CH:23]([CH:24]([O:32][CH3:33])[CH2:25][CH:26]([CH3:31])[CH2:27][C:28]([CH3:30])=[CH:29]1)[O:34]2.